Dataset: the Open Reaction Database (ORD), a public repository of structured organic reaction records. Task: describe an organic reaction: reactants, conditions, products, and yield Starting materials: CCOC(=O)C(N(Cc1ccccc1)Cc1ccccc1)C(C)(C)O, CO, [K+], [Na+], [OH-], O, O=P([O-])(O)O. The product is CC(C)(O)C(C(=O)O)N(Cc1ccccc1)Cc1ccccc1. RXN SMILES: [CH2:1]([CH3:2])[O:3][C:4]([CH:5]([C:6]([CH3:7])([CH3:8])[OH:9])[N:10]([CH2:11][c:12]1[cH:13][cH:14][cH:15][cH:16][cH:17]1)[CH2:18][c:19]1[cH:20][cH:21][cH:22][cH:23][cH:24]1)=[O:25].[CH3:34][OH:35].[K+:27].[Na+:28].[OH-:26].[OH2:36].[OH:29][P:30](=[O:31])([O-:32])[OH:33]>>[O:3]=[C:4]([CH:5]([C:6]([CH3:7])([CH3:8])[OH:9])[N:10]([CH2:11][c:12]1[cH:13][cH:14][cH:15][cH:16][cH:17]1)[CH2:18][c:19]1[cH:20][cH:21][cH:22][cH:23][cH:24]1)[OH:25]. The reactants are ClCCCN1C=NC2=C1C=CC=C2 (1-(3-chloropropyl)-1H-benzimidazole), C(C)(=O)O.ClC1=C(C=CC=C1)C(N1CCNCC1)C1=CC=CC=C1 (1-[(2-chlorophenyl)phenylmethyl]piperazine acetate), C([O-])([O-])=O.[Na+].[Na+] (sodium carbonate), [I-].[K+] (potassium iodide). The solvent is O (water), O (water), CC(CC(C)=O)C (4-methyl-2-pentanone). The product is O.O.Cl.Cl.Cl.ClC1=C(C=CC=C1)C(N1CCN(CC1)CCCN1C=NC2=C1C=CC=C2)C2=CC=CC=C2 (1-[3-{4-[(2-chlorophenyl)phenylmethyl]-1-piperazinyl}propyl]-1H-benzimidazole trihydrochloride dihydrate). Reaction SMILES: [Cl:1][CH2:2][CH2:3][CH2:4][N:5]1[C:9]2[CH:10]=[CH:11][CH:12]=[CH:13][C:8]=2[N:7]=[CH:6]1.C(O)(=[O:16])C.[Cl:18][C:19]1[CH:24]=[CH:23][CH:22]=[CH:21][C:20]=1[CH:25]([C:32]1[CH:37]=[CH:36][CH:35]=[CH:34][CH:33]=1)[N:26]1[CH2:31][CH2:30][NH:29][CH2:28][CH2:27]1.C(=O)([O-])[O-:39].[Na+].[Na+].[I-].[K+]>O.CC(C)CC(=O)C>[OH2:16].[OH2:39].[ClH:1].[ClH:18].[ClH:1].[Cl:18][C:19]1[CH:24]=[CH:23][CH:22]=[CH:21][C:20]=1[CH:25]([C:32]1[CH:37]=[CH:36][CH:35]=[CH:34][CH:33]=1)[N:26]1[CH2:27][CH2:28][N:29]([CH2:2][CH2:3][CH2:4][N:5]2[C:9]3[CH:10]=[CH:11][CH:12]=[CH:13][C:8]=3[N:7]=[CH:6]2)[CH2:30][CH2:31]1 |f:1.2,3.4.5,6.7,10.11.12.13.14.15|. Procedure details: A mixture of 4.9 parts of 1-(3-chloropropyl)-1H-benzimidazole, 7 parts of 1-[(2-chlorophenyl)phenylmethyl]piperazine acetate, 10.6 parts of sodium carbonate, 0.1 parts of potassium iodide and 200 parts of 4-methyl-2-pentanone is stirred and refluxed for 20 hours with water-separator. The reaction mixture is cooled, water is added and the layers are separated. The organic phase is dried, filtered and evaporated. The residue is converted into the hydrochloride salt in 2-propanol and 2,2'-oxybispro... Reactants: C1CCOC1, CCN(CC)C(=O)Oc1ccc2ccccc2c1. Yields the product Oc1ccc2ccccc2c1. Reaction SMILES: [CH2:19]1[O:20][CH2:21][CH2:22][CH2:23]1.[CH2:1]([N:2]([CH2:3][CH3:4])[C:16]([O:5][c:6]1[cH:7][c:8]2[cH:9][cH:10][cH:11][cH:12][c:13]2[cH:14][cH:15]1)=[O:17])[CH3:18]>>[OH:5][c:6]1[cH:7][c:8]2[cH:9][cH:10][cH:11][cH:12][c:13]2[cH:14][cH:15]1. Reactants: CCCI, CCOC(C)=O, CN(C)C=O, CO, [K+], NC1=NC=CCS1, [OH-]. Product: CCCN1C=CCSC1=N. As a reaction SMILES: [CH2:8]([CH2:9][CH3:10])[I:11].[CH3:12][CH2:13][O:14][C:15](=[O:16])[CH3:17].[CH3:20][N:21]([CH3:22])[CH:23]=[O:24].[CH3:25][OH:26].[K+:19].[NH2:1][C:2]1=[N:7][CH:6]=[CH:5][CH2:4][S:3]1.[OH-:18]>>[NH:1]=[C:2]1[S:3][CH2:4][CH:5]=[CH:6][N:7]1[CH2:8][CH2:9][CH3:10]. Reactants: NC1=CC=C(OC2=CC=NC=3NC(C(NC32)=O)=O)C=C1 (8-(4-aminophenoxy)pyrido[2,3-b]pyrazine-2,3(1H,4H)-dione), ClC1=C(C=C(C=C1)N=C=O)C(F)(F)F (4-chloro-3-trifluoromethylphenyl isocyanate). Yields the product ClC1=C(C=C(C=C1)NC(=O)NC1=CC=C(C=C1)OC1=CC=NC=2NC(C(NC21)=O)=O)C(F)(F)F (1-(4-chloro-3-(trifluoromethyl)phenyl)-3-(4-(2,3-dioxo-1,2,3,4-tetrahydropyrido[2,3-b]pyrazin-8-yloxy)phenyl)urea). Yield: 38.0%. As a reaction SMILES: [NH2:1][C:2]1[CH:20]=[CH:19][C:5]([O:6][C:7]2[C:16]3[NH:15][C:14](=[O:17])[C:13](=[O:18])[NH:12][C:11]=3[N:10]=[CH:9][CH:8]=2)=[CH:4][CH:3]=1.[Cl:21][C:22]1[CH:27]=[CH:26][C:25]([N:28]=[C:29]=[O:30])=[CH:24][C:23]=1[C:31]([F:34])([F:33])[F:32]>>[Cl:21][C:22]1[CH:27]=[CH:26][C:25]([NH:28][C:29]([NH:1][C:2]2[CH:20]=[CH:19][C:5]([O:6][C:7]3[C:16]4[NH:15][C:14](=[O:17])[C:13](=[O:18])[NH:12][C:11]=4[N:10]=[CH:9][CH:8]=3)=[CH:4][CH:3]=2)=[O:30])=[CH:24][C:23]=1[C:31]([F:32])([F:33])[F:34]. Reported procedure: Method F2 was used with 8-(4-aminophenoxy)pyrido[2,3-b]pyrazine-2,3(1H,4H)-dione and 4-chloro-3-trifluoromethylphenyl isocyanate to obtain the title compound (yield 38%).